Dataset: the Open Reaction Database (ORD), a public repository of structured organic reaction records. Task: describe an organic reaction: reactants, conditions, products, and yield Reactants: [H][H] (Hydrogen), N (ammonia), 1000g, C(C(C)C)=O (isobutyraldehyde), chromium (3)-oxide, gas, [H][H] (hydrogen), N (ammonia). The reagents and catalysts are [Ni] (nickel), [Ni] (nickel). Reaction conditions: temperature -15 celsius. Product: C(C(C)C)=NCC(C)C (isobutylidene -- isobutylamine). As a reaction SMILES: [CH:1](=O)[CH:2]([CH3:4])[CH3:3].[H][H].[NH3:8]>[Ni]>[CH:1](=[N:8][CH2:1][CH:2]([CH3:4])[CH3:3])[CH:2]([CH3:4])[CH3:3]. Reported procedure: 1000g isobutyraldehyde and about 100 g of a commercially available nickel containing carrier catalyst (containing about 52 to 53% by weight nickel, and employing chromium (3)-oxide as activator) are introduced into a 2 l three-necked flask, equipped with a gas inlet tube, a stirrer and a reflux condensor, and cooled to -15° C. Hydrogen and ammonia are introduced into the resulting suspension in a volume ratio of 1 : 1 and at a temperature of 90° C. 160 l of gas are introduced per hour. Altogethe...